This data is from the Open Reaction Database (ORD), a public repository of structured organic reaction records. The task is: describe an organic reaction: reactants, conditions, products, and yield The reactants are C1=CC(=C[N+](=C1)[C@H]2[C@@H]([C@@H]([C@H](O2)COP(=O)(O)OP(=O)(O)OC[C@@H]3[C@H]([C@H]([C@@H](O3)N4C=NC5=C4N=CN=C5N)OP(=O)(O)O)O)O)O)C(=O)N (NADP+), [Cl2Ru(TPPTS)2]2, P(=O)([O-])([O-])[O-] (phosphate), [OH-].[Na+] (NaOH). Run at temperature 40 celsius. Product: C=1N=C(C2=C(N1)N(C=N2)[C@H]3[C@@H]([C@@H]([C@H](O3)COP(=O)(O)OP(=O)(O)OC[C@@H]4[C@H]([C@H]([C@@H](O4)N5C=CCC(=C5)C(=O)N)O)O)O)OP(=O)(O)O)N (NADPH). Yield: 61.7%. RXN SMILES: [CH:1]1[CH:6]=[N+:5]([C@@H:7]2[O:11][C@H:10]([CH2:12][O:13][P:14]([O:17][P:18]([O:21][CH2:22][C@H:23]3[O:27][C@@H:26]([N:28]4[C:32]5[N:33]=[CH:34][N:35]=[C:36]([NH2:37])[C:31]=5[N:30]=[CH:29]4)[C@H:25]([O:38][P:39]([OH:42])([OH:41])=[O:40])[C@@H:24]3[OH:43])([OH:20])=[O:19])([OH:16])=[O:15])[C@@H:9]([OH:44])[C@H:8]2[OH:45])[CH:4]=[C:3]([C:46]([NH2:48])=[O:47])[CH:2]=1.P([O-])([O-])([O-])=O.[OH-].[Na+]>>[CH:34]1[N:35]=[C:36]([NH2:37])[C:31]2[N:30]=[CH:29][N:28]([C@@H:26]3[O:27][C@H:23]([CH2:22][O:21][P:18]([O:17][P:14]([O:13][CH2:12][C@H:10]4[O:11][C@@H:7]([N:5]5[CH:4]=[C:3]([C:46]([NH2:48])=[O:47])[CH2:2][CH:1]=[CH:6]5)[C@H:8]([OH:45])[C@@H:9]4[OH:44])([OH:16])=[O:15])([OH:20])=[O:19])[C@@H:24]([OH:43])[C@H:25]3[O:38][P:39]([OH:42])([OH:41])=[O:40])[C:32]=2[N:33]=1 |f:2.3|. Procedure details: NADP+ (36.0 mg, 47.0 μmol) was placed in 2 mL of a 0.1 M phosphate buffer. The pH of this solution was adjusted to 8.3 with NaOH and then placed in an 80 mL Fisher-Porter bottle. The Fisher-Porter bottle was evacuated and refilled with argon three times then [Cl2Ru(TPPTS)2]2 (9.7 mg, 3.7 μmol) was added under a flow of argon. The Fisher-Porter bottle was evacuated and filled with 70 psi of H2 and heated to 40° C. for 3.0 hr. The volatiles were removed under reduced pressure and a sample dissolve... Reactants: O=C([O-])[O-], COC(=O)C1=C(C)NC(C)=C(C(=O)OCCCl)C1c1cccc([N+](=O)[O-])c1, CC#N, [K+], [K+], ON=Cc1ccc(Cc2ncc[nH]2)cc1. The product is COC(=O)C1=C(C)NC(C)=C(C(=O)OCCON=Cc2ccc(Cc3ncc[nH]3)cc2)C1c1cccc([N+](=O)[O-])c1. As a reaction SMILES: [C:43](=[O:44])([O-:45])[O-:46].[CH3:1][C:2]1=[C:7]([C:8](=[O:9])[O:10][CH2:11][CH2:12][Cl:13])[CH:6]([c:14]2[cH:15][c:16]([N+:20](=[O:21])[O-:22])[cH:17][cH:18][cH:19]2)[C:5]([C:23](=[O:24])[O:25][CH3:26])=[C:4]([CH3:27])[NH:3]1.[CH3:49][C:50]#[N:51].[K+:47].[K+:48].[nH:28]1[c:29]([CH2:33][c:34]2[cH:35][cH:36][c:37]([CH:38]=[N:39][OH:40])[cH:41][cH:42]2)[n:30][cH:31][cH:32]1>>[CH3:1][C:2]1=[C:7]([C:8](=[O:9])[O:10][CH2:11][CH2:12][O:40][N:39]=[CH:38][c:37]2[cH:36][cH:35][c:34]([CH2:33][c:29]3[n:28][cH:32][cH:31][nH:30]3)[cH:42][cH:41]2)[CH:6]([c:14]2[cH:15][c:16]([N+:20](=[O:21])[O-:22])[cH:17][cH:18][cH:19]2)[C:5]([C:23](=[O:24])[O:25][CH3:26])=[C:4]([CH3:27])[NH:3]1. The reactants are C1(=CC=CC=C1)[C@@H]1NC(N[C@@H]1C1=CC=CC=C1)=S (cis-4,5-Diphenylimidazolidine-2-thione), C(C1=CC=CC=C1)Cl (benzyl chloride). Run in CCO (EtOH). Product: Cl.C(C1=CC=CC=C1)SC=1N[C@@H]([C@@H](N1)C1=CC=CC=C1)C1=CC=CC=C1 (2-(Benzylthio)-cis-4,5-diphenyl-4,5-dihydro-1H-imidazole hydrochloride). Isolated yield 42.8%. As a reaction SMILES: [C:1]1([C@H:7]2[C@@H:11]([C:12]3[CH:17]=[CH:16][CH:15]=[CH:14][CH:13]=3)[NH:10][C:9](=[S:18])[NH:8]2)[CH:6]=[CH:5][CH:4]=[CH:3][CH:2]=1.[CH2:19]([Cl:26])[C:20]1[CH:25]=[CH:24][CH:23]=[CH:22][CH:21]=1>CCO>[ClH:26].[CH2:19]([S:18][C:9]1[NH:8][C@H:7]([C:1]2[CH:2]=[CH:3][CH:4]=[CH:5][CH:6]=2)[C@H:11]([C:12]2[CH:13]=[CH:14][CH:15]=[CH:16][CH:17]=2)[N:10]=1)[C:20]1[CH:25]=[CH:24][CH:23]=[CH:22][CH:21]=1 |f:3.4|. Procedure: A mixture of intermediate 25 (200 mg, 0.786 mmol) and benzyl chloride (0.184 mL, 1.57 mmol) in abs. EtOH (2 mL) is heated at 95° C. for 24 h. The reaction mixture is cooled to RT, evaporated to dryness, and the residue suspended in Et2O. The insoluble material is filtered to give 128 mg of the product 201. 1H NMR (DMSO-d6) δ 11.30 (s, 2H), 7.70-7.50 (m, 2 H), 7.50-7.35 (m, 3 H), 7.20-6.95 (m, 6 H), 6.90-6.70 (m, 4 H), 5.78 (s, 2H), 4.90 (s, 2 H); MS: m/z 345 (M++1). RXN SMILES: [B:18]([Br:19])([Br:20])[Br:21].[CH3:1][O:2][C:3]([c:4]1[c:5]([Cl:16])[cH:6][c:7](-[c:11]2[n:12][n:13][n:14][nH:15]2)[cH:8][c:9]1[Cl:10])=[O:17].[Cl:22][CH2:23][Cl:24]>>[O:2]=[C:3]([c:4]1[c:5]([Cl:16])[cH:6][c:7](-[c:11]2[n:12][n:13][n:14][nH:15]2)[cH:8][c:9]1[Cl:10])[OH:17]. Yields the product O=C(O)c1c(Cl)cc(-c2nnn[nH]2)cc1Cl. The reactants are BrB(Br)Br, COC(=O)c1c(Cl)cc(-c2nnn[nH]2)cc1Cl, ClCCl. Starting materials: NC1=C(C=CC(=C1)C(F)(F)F)S (2-amino-4-trifluoromethylthiophenol), ClC1=CC=C(C=C1)C1CC(=O)OC(C1)=O (3-(4-chlorophenyl)glutaric anhydride). The product is FC(C=1C=CC2=C(N=C(S2)CC(CC(=O)O)C2=CC=C(C=C2)Cl)C1)(F)F (4-(5-trifluoromethyl-2-benzothiazolyl)-3-(4-chlorophenyl)butanoic acid). RXN SMILES: [NH2:1][C:2]1[CH:7]=[C:6]([C:8]([F:11])([F:10])[F:9])[CH:5]=[CH:4][C:3]=1[SH:12].[Cl:13][C:14]1[CH:19]=[CH:18][C:17]([CH:20]2[CH2:26][C:25](=O)[O:24][C:22](=[O:23])[CH2:21]2)=[CH:16][CH:15]=1>>[F:11][C:8]([F:9])([F:10])[C:6]1[CH:5]=[CH:4][C:3]2[S:12][C:25]([CH2:26][CH:20]([C:17]3[CH:16]=[CH:15][C:14]([Cl:13])=[CH:19][CH:18]=3)[CH2:21][C:22]([OH:24])=[O:23])=[N:1][C:2]=2[CH:7]=1. Reported procedure: By a procedure similar to that of example 1.55, starting from 2-amino-4-trifluoromethylthiophenol and 3-(4-chlorophenyl)glutaric anhydride, 4-(5-trifluoromethyl-2-benzothiazolyl)-3-(4-chlorophenyl)butanoic acid was obtained as colourless solid. Reactants: COC(C1=CC(=C(C=C1)OCCCl)OC)=O (4-(2-chloro-ethoxy)-3-methoxy-benzoic acid methyl ester), C(C)(=O)OC(C)=O (acetic anhydride), [N+](=O)(O)[O-] (nitric acid). Run in C(C)(=O)O (acetic acid). Run at temperature 0 celsius, time 12.5 minute. The product is COC(C1=C(C=C(C(=C1)OC)OCCCl)[N+](=O)[O-])=O (4-(2-chloro-ethoxy)-5-methoxy-2-nitro-benzoic acid methyl ester). Isolated yield 85.0%. RXN SMILES: [CH3:1][O:2][C:3](=[O:16])[C:4]1[CH:9]=[CH:8][C:7]([O:10][CH2:11][CH2:12][Cl:13])=[C:6]([O:14][CH3:15])[CH:5]=1.C(OC(=O)C)(=O)C.[N+:24]([O-])([OH:26])=[O:25]>C(O)(=O)C>[CH3:1][O:2][C:3](=[O:16])[C:4]1[CH:5]=[C:6]([O:14][CH3:15])[C:7]([O:10][CH2:11][CH2:12][Cl:13])=[CH:8][C:9]=1[N+:24]([O-:26])=[O:25]. Procedure details: The intermediate 4-(2-chloro-ethoxy)-3-methoxy-benzoic acid methyl ester (2.7 g, 11.03 mmol) was taken in acetic acid (30 mL) and acetic anhydride (6 mL) was added. The solution was cooled to 0° C. and 90% nitric acid (2 mL) was added. The reaction mixture was stirred for 10-15 minutes at ambient temperature, then heated to 50° C. for 2h. Completion of the reaction was monitored by TLC. The reaction mixture was cooled and was poured on to crushed ice. The precipitate formed was filtered and was ... Starting materials: C(C)(C)(C)O[K] (t-butoxypotassium), solution, C1(=CC=C(C=C1)S(=O)(=O)OCCCCCCCC\C=C/CCCCCCCC)C (oleyl p-toluenesulfonate), O1C(CCC1)OC(CO)CO (2-O-tetrahydrofuranylglycerol). Solvent: ice water, C=1(C(=CC=CC1)C)C (xylene), C=1(C(=CC=CC1)C)C (xylene). Reaction conditions: time 5 minute. Yields the product C(CCCCCCC\C=C/CCCCCCCC)OCC(OC1OCCC1)COCCCCCCCC\C=C/CCCCCCCC (1,3-O-dioleyl-2-O-tetrahydrofuranylglycerol). Yield: 17.9%. RXN SMILES: [O:1]1[CH2:5][CH2:4][CH2:3][CH:2]1[O:6][CH:7]([CH2:10][OH:11])[CH2:8][OH:9].[C:12](O[K])([CH3:15])([CH3:14])C.C1(C)C=CC(S(O[CH2:28][CH2:29][CH2:30][CH2:31][CH2:32][CH2:33][CH2:34][CH2:35]/[CH:36]=[CH:37]\[CH2:38][CH2:39][CH2:40][CH2:41][CH2:42][CH2:43][CH2:44][CH3:45])(=O)=O)=CC=1>C1(C)C(C)=CC=CC=1>[CH2:45]([O:11][CH2:10][CH:7]([CH2:8][O:9][CH2:42][CH2:41][CH2:40][CH2:39][CH2:38][CH2:37][CH2:36][CH2:35]/[CH:34]=[CH:33]\[CH2:32][CH2:31][CH2:30][CH2:29][CH2:28][CH2:14][CH2:12][CH3:15])[O:6][CH:2]1[CH2:3][CH2:4][CH2:5][O:1]1)[CH2:44][CH2:43][CH2:42][CH2:41][CH2:40][CH2:39][CH2:38]/[CH:37]=[CH:36]\[CH2:35][CH2:34][CH2:33][CH2:32][CH2:31][CH2:30][CH2:29][CH3:28]. Reported procedure: In 30 ml of xylene was dissolved 854 mg (5.3 mmol) of 2-O-tetrahydrofuranylglycerol. To this was added 1.78 g (15.9 mmol) of t-butoxypotassium under argon gas and the mixture was stirred for 5 minutes. Then, 10 ml of a solution of 6.71 g (15.9 mmol) oleyl p-toluenesulfonate in xylene was added dropwise and the mixture was stirred under reduced pressure (20-30 mmHg) at ambient temperature for 30 minutes and further at 50° C. for 1 hour. This reaction mixture was poured in ice-water and extracted ... Starting materials: OC1(C2C=C(C(C1)CC2)C2=CC=CC=C2)CC(=O)O (rac-(1R*,2R*,4R*)-(2-hydroxy-5-phenyl-bicyclo[2.2.2]oct-5-en-2-yl)-acetic acid), ClC1=CC2=C(NC(=N2)CCCNC)C=C1Cl ([3-(5,6-dichloro-1H-benzoimidazol-2-yl)-propyl]-methyl-amine). Reported procedure: Prepared according to procedures P2.2 to P2.3 in Example 21 using rac-(1R*,2R*,4R*)-(2-hydroxy-5-phenyl-bicyclo[2.2.2]oct-5-en-2-yl)-acetic acid and [3-(5,6-dichloro-1H-benzoimidazol-2-yl)-propyl]-methyl-amine. Yields the product ClC1=CC2=C(NC(=N2)CCCN(CCC2(C3C=C(C(C2)CC3)C3=CC=CC=C3)O)C)C=C1Cl (rac-(1R*,2R*,4R*)-2-(2-{[3-(5,6-Dichloro-1H-benzoimidazol-2-yl)-propyl]-methyl-amino}-ethyl)-5-phenyl-bicyclo[2.2.2]oct-5-en-2-ol). Reaction SMILES: [OH:1][C:2]1([CH2:16][C:17](O)=O)[CH2:7][CH:6]2[CH2:8][CH2:9][CH:3]1[CH:4]=[C:5]2[C:10]1[CH:15]=[CH:14][CH:13]=[CH:12][CH:11]=1.[Cl:20][C:21]1[C:34]([Cl:35])=[CH:33][C:24]2[NH:25][C:26]([CH2:28][CH2:29][CH2:30][NH:31][CH3:32])=[N:27][C:23]=2[CH:22]=1>>[Cl:35][C:34]1[C:21]([Cl:20])=[CH:22][C:23]2[NH:27][C:26]([CH2:28][CH2:29][CH2:30][N:31]([CH3:32])[CH2:17][CH2:16][C:2]3([OH:1])[CH2:7][CH:6]4[CH2:8][CH2:9][CH:3]3[CH:4]=[C:5]4[C:10]3[CH:15]=[CH:14][CH:13]=[CH:12][CH:11]=3)=[N:25][C:24]=2[CH:33]=1. Starting materials: C1CCOC1 (THF), CC1(OB(OC1(C)C)C1=CC(=NC2=CC=CC=C12)C(=O)OCC)C (ethyl 4-(4,4,5,5-tetramethyl-1,3,2-dioxaborolan-2-yl)quinoline-2-carboxylate), BrCC=1C=NC(=NC1)SC (5-(bromomethyl)-2-(methylsulfanyl)pyrimidine), C([O-])([O-])=O.[Cs+].[Cs+] (cesium carbonate). Reagents/catalysts: C1=CC=C(C=C1)P([C-]2C=CC=C2)C3=CC=CC=C3.C1=CC=C(C=C1)P([C-]2C=CC=C2)C3=CC=CC=C3.Cl[Pd]Cl.[Fe+2].C(Cl)Cl (PdCl2(dppf) CH2Cl2). Run in O (water). Reaction conditions: temperature 77 celsius. Product: CSC1=NC=C(C=N1)CC1=CC(=NC2=CC=CC=C12)C(=O)OCC (ethyl 4-{[2-(methylsulfanyl)pyrimidin-5-yl]methyl}quinoline-2-carboxylate). As a reaction SMILES: CC1(C)C(C)(C)OB([C:9]2[C:18]3[C:13](=[CH:14][CH:15]=[CH:16][CH:17]=3)[N:12]=[C:11]([C:19]([O:21][CH2:22][CH3:23])=[O:20])[CH:10]=2)O1.Br[CH2:26][C:27]1[CH:28]=[N:29][C:30]([S:33][CH3:34])=[N:31][CH:32]=1.C(=O)([O-])[O-].[Cs+].[Cs+].C1COCC1>C1C=CC(P(C2C=CC=CC=2)[C-]2C=CC=C2)=CC=1.C1C=CC(P(C2C=CC=CC=2)[C-]2C=CC=C2)=CC=1.Cl[Pd]Cl.[Fe+2].C(Cl)Cl.O>[CH3:34][S:33][C:30]1[N:31]=[CH:32][C:27]([CH2:26][C:9]2[C:18]3[C:13](=[CH:14][CH:15]=[CH:16][CH:17]=3)[N:12]=[C:11]([C:19]([O:21][CH2:22][CH3:23])=[O:20])[CH:10]=2)=[CH:28][N:29]=1 |f:2.3.4,6.7.8.9.10|. Procedure details: In a microwave vial containing ethyl 4-(4,4,5,5-tetramethyl-1,3,2-dioxaborolan-2-yl)quinoline-2-carboxylate (K4) (0.15 g, 0.46 mmol), 5-(bromomethyl)-2-(methylsulfanyl)pyrimidine (N3) (0.12 g, 0.55 mmol), cesium carbonate (0.45 g, 1.4 mmol), and PdCl2(dppf)-CH2Cl2 adduct (0.037 g, 0.05 mmol) was added 4.1 mL THF and 0.41 mL water. The reaction mixture was heated to 77° C. for 1 h. The reaction mixture was cooled to room temperature, quenched with water, extracted with ethyl acetate, washed with ...